Dataset: the Open Reaction Database (ORD), a public repository of structured organic reaction records. Task: describe an organic reaction: reactants, conditions, products, and yield The reactants are N (ammonia), NC1N(CCN(C1)C)C1=NC(=C(C=N1)SC)Cl (2-amino-4-N-methylpiperazino-6-chloro-5-methylthio-pyrimidine). The solvent is C(C)O (ethanol). Yields the product Cl.NC1N(CCN(C1)C)C1=NC(=C(C=N1)SC)Cl (2-Amino-4-N-methylpiperazino-6-chloro-5-methylthio-pyrimidine hydrochloride). As a reaction SMILES: N.[NH2:2][CH:3]1[CH2:8][N:7]([CH3:9])[CH2:6][CH2:5][N:4]1[C:10]1[N:15]=[CH:14][C:13]([S:16][CH3:17])=[C:12]([Cl:18])[N:11]=1>C(O)C>[ClH:18].[NH2:2][CH:3]1[CH2:8][N:7]([CH3:9])[CH2:6][CH2:5][N:4]1[C:10]1[N:15]=[CH:14][C:13]([S:16][CH3:17])=[C:12]([Cl:18])[N:11]=1 |f:3.4|. Procedure details: In the same way as in Example 1, but replacing the ethylamine by ammonia, 2-amino-4-N-methylpiperazino-6-chloro-5-methylthio-pyrimidine is prepared. M.p. 191°-192° C. (ethanol). Starting materials: perchloryl fluoride, [Cl-].[Cl-].[Cl-].[Al+3] (aluminum trichloride), C1=CC=CC=C1 (benzene), [F-] (fluoride). Reaction conditions: time 3.5 hour. Product: perchlorylbenzene. Isolated yield 78.0%. RXN SMILES: [Cl:1](F)(=[O:4])(=[O:3])=[O:2].[Cl-].[Cl-].[Cl-].[Al+3].[F-].[CH:11]1[CH:16]=[CH:15][CH:14]=[CH:13][CH:12]=1>>[Cl:1]([C:11]1[CH:16]=[CH:15][CH:14]=[CH:13][CH:12]=1)(=[O:4])(=[O:3])=[O:2] |f:1.2.3.4|. Procedure: 225 grams (2.2 moles) of perchloryl fluoride gas was passed into a stirred suspension of 293 grams (2.2 moles) of aluminum trichloride in 4 liters of benzene at 10°-20°. The reaction was exothermic and the temperature was maintained within the desired limits by controlling the rate at which the fluoride was added and by cooling. By-product hydrogen chloride was removed as it formed. After about 3.5 hours, the amorphous aluminum salt was filtered from the reaction mixture. The filtrate was washed... Reaction conditions: temperature 0 celsius, time 1 hour. Run in CN(C)C=O (DMF), CN(C)C=O (DMF). Yield: 62.0%. Reaction SMILES: [H-].[Na+].[OH:3][C:4]1[C:12]([OH:13])=[CH:11][CH:10]=[CH:9][C:5]=1[C:6]([OH:8])=[O:7].[CH3:14][O:15][C:16]1[CH:23]=[CH:22][C:19]([CH2:20]Br)=[CH:18][CH:17]=1>CN(C=O)C>[CH3:14][O:15][C:16]1[CH:23]=[CH:22][C:19]([CH2:20][O:3][C:4]2[C:12]([O:13][CH2:20][C:19]3[CH:22]=[CH:23][C:16]([O:15][CH3:14])=[CH:17][CH:18]=3)=[CH:11][CH:10]=[CH:9][C:5]=2[C:6]([O:8][CH2:20][C:19]2[CH:22]=[CH:23][C:16]([O:15][CH3:14])=[CH:17][CH:18]=2)=[O:7])=[CH:18][CH:17]=1 |f:0.1|. Yields the product COC1=CC=C(COC2=C(C(=O)OCC3=CC=C(C=C3)OC)C=CC=C2OCC2=CC=C(C=C2)OC)C=C1 (4-Methoxybenzyl 2,3-Bis(4-methoxybenzyloxy)benzoate). Reported procedure: Sodium hydride (60%, 4.69 g, 0.117 mol) was added in portions to 18 (5.47 g, 35.5 mmol) in DMF (150 mL) with ice bath cooling, and the mixture was stirred at 0° C. for 45 min and at room temperature for 1 h. A solution of 4-methoxybenzyl bromide (25.0 g, 0.124 mol) in DMF (50 mL) was added to the reaction mixture over 30 min. After stirring for 20 h, quenching with H2O (30 mL) at 0° C. was performed, and solvents were removed under high vacuum. The concentrate was dissolved in EtOAc (200 mL), wh... Starting materials: [H-].[Na+] (Sodium hydride), OC1=C(C(=O)O)C=CC=C1O (2,3-dihydroxybenzoic acid), COC1=CC=C(CBr)C=C1 (4-methoxybenzyl bromide). Starting materials: ClCCl, O=C(C(C(=O)c1cccc(CO)c1)=C1Nc2ccccc2N1)c1cc(F)cc(F)c1. Product: O=Cc1cccc(C(=O)C(C(=O)c2cc(F)cc(F)c2)=C2Nc3ccccc3N2)c1. Reaction SMILES: [Cl:31][CH2:32][Cl:33].[F:1][c:2]1[cH:3][c:4]([C:9]([C:10]([C:11](=[O:12])[c:13]2[cH:14][c:15]([CH2:19][OH:20])[cH:16][cH:17][cH:18]2)=[C:21]2[NH:22][c:23]3[c:24]([cH:26][cH:27][cH:28][cH:29]3)[NH:25]2)=[O:30])[cH:5][c:6]([F:8])[cH:7]1>>[F:1][c:2]1[cH:3][c:4]([C:9]([C:10]([C:11](=[O:12])[c:13]2[cH:14][c:15]([CH:19]=[O:20])[cH:16][cH:17][cH:18]2)=[C:21]2[NH:22][c:23]3[c:24]([cH:26][cH:27][cH:28][cH:29]3)[NH:25]2)=[O:30])[cH:5][c:6]([F:8])[cH:7]1. Reactants: CCOC(=O)Cc1ccc(Br)cc1, CC(C)C[Al+]CC(C)C, CC(C)C[AlH]CC(C)C, ClCCl, [H-]. Yields the product O=CCc1ccc(Br)cc1. Reaction SMILES: [Br:1][c:2]1[cH:3][cH:4][c:5]([CH2:8][C:9](=[O:10])[O:11][CH2:12][CH3:13])[cH:6][cH:7]1.[CH2:15]([Al+:16][CH2:17][CH:18]([CH3:19])[CH3:20])[CH:21]([CH3:22])[CH3:23].[CH3:24][CH:25]([CH2:26][AlH:27][CH2:28][CH:29]([CH3:30])[CH3:31])[CH3:32].[Cl:33][CH2:34][Cl:35].[H-:14]>>[Br:1][c:2]1[cH:3][cH:4][c:5]([CH2:8][CH:9]=[O:10])[cH:6][cH:7]1.